From a dataset of the Open Reaction Database (ORD), a public repository of structured organic reaction records. describe an organic reaction: reactants, conditions, products, and yield Reactants: [N+](=O)([O-])C(C)C (2-nitropropane), aqueous solution, Cl (hydrochloric acid), O (Water), C(C=C)(=O)OC (methyl acrylate). The reagents and catalysts are [OH-].C(C1=CC=CC=C1)[N+](C)(C)C (benzyltrimethylammonium hydroxide). Solvent: O1CCOCC1 (dioxane), C(C)OCC (diethyl ether). Conditions: temperature 70 celsius. The product is CC(CCC(=O)OC)(C)[N+](=O)[O-] (Methyl 4-methyl-4-nitropentanoate). Yield: 71.1%. As a reaction SMILES: [N+:1]([CH:4]([CH3:6])[CH3:5])([O-:3])=[O:2].[C:7]([O:11][CH3:12])(=[O:10])[CH:8]=[CH2:9].Cl.O>O1CCOCC1.[OH-].C([N+](C)(C)C)C1C=CC=CC=1.C(OCC)C>[CH3:5][C:4]([N+:1]([O-:3])=[O:2])([CH3:6])[CH2:9][CH2:8][C:7]([O:11][CH3:12])=[O:10] |f:5.6|. Procedure details: According to the method of R. B. Moffett, Organic Syntheses, Coll. Vol. 4, p. 652 (1963), a 250-mL three-necked flask was fitted with a dropping funnel, and a thermometer placed so that the bulb was near the bottom of the flask. A solution of 2-nitropropane (45.5 mL, 0.5 mol) in dioxane (25 mL) and a 40% aqueous solution of benzyltrimethylammonium hydroxide (Triton B, 5 mL, 0.013 mmol) were added to the flask. The flask was heated to 70° C. in an oil bath and methyl acrylate (45 mL, 0.5 mol) was... Procedure: In a manner to that described in Example 9-(i), methyl 6-(1-hydroxy-2-methyl-1-(1-trityl-1H-imidazol-4-yl)propyl)-2-naphthoate (1.77 g) was converted to 6-(1-hydroxy-2-methyl-1-(1-trityl-1H-imidazol-4-yl)propyl)-2-naphthoic acid, which was reacted with O-ethylhydroxylamine hydrochloride (367 mg) in a similar manner as described in Example 24-(i) to give the titled compound (1.44 g) as a colorless powder. RXN SMILES: [OH:1][C:2]([C:30]1[CH:31]=[C:32]2[C:37](=[CH:38][CH:39]=1)[CH:36]=[C:35]([C:40](OC)=[O:41])[CH:34]=[CH:33]2)([C:6]1[N:7]=[CH:8][N:9]([C:11]([C:24]2[CH:29]=[CH:28][CH:27]=[CH:26][CH:25]=2)([C:18]2[CH:23]=[CH:22][CH:21]=[CH:20][CH:19]=2)[C:12]2[CH:17]=[CH:16][CH:15]=[CH:14][CH:13]=2)[CH:10]=1)[CH:3]([CH3:5])[CH3:4].OC(C1C=C2C(=CC=1)C=C(C(O)=O)C=C2)(C1N=CN(C(C2C=CC=CC=2)(C2C=CC=CC=2)C2C=CC=CC=2)C=1)C(C)C.Cl.[CH2:87]([O:89][NH2:90])[CH3:88]>>[CH2:87]([O:89][NH:90][C:40]([C:35]1[CH:34]=[CH:33][C:32]2[C:37](=[CH:38][CH:39]=[C:30]([C:2]([OH:1])([C:6]3[N:7]=[CH:8][N:9]([C:11]([C:12]4[CH:13]=[CH:14][CH:15]=[CH:16][CH:17]=4)([C:24]4[CH:29]=[CH:28][CH:27]=[CH:26][CH:25]=4)[C:18]4[CH:19]=[CH:20][CH:21]=[CH:22][CH:23]=4)[CH:10]=3)[CH:3]([CH3:5])[CH3:4])[CH:31]=2)[CH:36]=1)=[O:41])[CH3:88] |f:2.3|. Isolated yield 77.4%. Yields the product C(C)ONC(=O)C1=CC2=CC=C(C=C2C=C1)C(C(C)C)(C=1N=CN(C1)C(C1=CC=CC=C1)(C1=CC=CC=C1)C1=CC=CC=C1)O (N-Ethoxy-6-(1-hydroxy-2-methyl-1-(1-trityl-1H-imidazol-4-yl)propyl)-2-naphthamide). The reactants are OC(C(C)C)(C=1N=CN(C1)C(C1=CC=CC=C1)(C1=CC=CC=C1)C1=CC=CC=C1)C=1C=C2C=CC(=CC2=CC1)C(=O)OC (methyl 6-(1-hydroxy-2-methyl-1-(1-trityl-1H-imidazol-4-yl)propyl)-2-naphthoate), OC(C(C)C)(C=1N=CN(C1)C(C1=CC=CC=C1)(C1=CC=CC=C1)C1=CC=CC=C1)C=1C=C2C=CC(=CC2=CC1)C(=O)O (6-(1-hydroxy-2-methyl-1-(1-trityl-1H-imidazol-4-yl)propyl)-2-naphthoic acid), Cl.C(C)ON (O-ethylhydroxylamine hydrochloride).